Dataset: the Open Reaction Database (ORD), a public repository of structured organic reaction records. Task: describe an organic reaction: reactants, conditions, products, and yield Reactants: CC(=O)O, CC(=O)OC(C)=O, Oc1cccc(O)c1. The product is CC(=O)Oc1cccc(O)c1. As a reaction SMILES: [CH3:16][C:17](=[O:18])[OH:19].[CH3:9][C:10](=[O:11])[O:12][C:13](=[O:14])[CH3:15].[OH:1][c:2]1[cH:3][cH:4][cH:5][c:6]([OH:7])[cH:8]1>>[O:1]([c:2]1[cH:3][cH:4][cH:5][c:6]([OH:7])[cH:8]1)[C:10]([CH3:9])=[O:11].